From a dataset of the Open Reaction Database (ORD), a public repository of structured organic reaction records. describe an organic reaction: reactants, conditions, products, and yield The reactants are NC=1C=C(C=CC1)B(O)O (3-aminophenylboronic acid), BrC=1C=C(C=NC1)OC[C@@H]1N(CCC1)C(=O)OC(C)(C)C (5-bromo-3-(1-BOC-2-(R)-pyrrolidinylmethoxy)-pyridine), Pd(0), C(=O)([O-])[O-].[Na+].[Na+] (Na2CO3), solution. Run in C1(=CC=CC=C1)C (toluene). Yields the product NC=1C=C(C=CC1)C=1C=C(C=NC1)OC[C@@H]1N(CCC1)C(=O)OC(C)(C)C (5-(3-aminophenyl)-3-(1-BOC-2-(R)-pyrrolidinylmethoxy)pyridine). The yield is 148.3%. RXN SMILES: [NH2:1][C:2]1[CH:3]=[C:4](B(O)O)[CH:5]=[CH:6][CH:7]=1.Br[C:12]1[CH:13]=[C:14]([O:18][CH2:19][C@H:20]2[CH2:24][CH2:23][CH2:22][N:21]2[C:25]([O:27][C:28]([CH3:31])([CH3:30])[CH3:29])=[O:26])[CH:15]=[N:16][CH:17]=1.C([O-])([O-])=O.[Na+].[Na+]>C1(C)C=CC=CC=1>[NH2:1][C:2]1[CH:3]=[C:4]([C:12]2[CH:13]=[C:14]([O:18][CH2:19][C@H:20]3[CH2:24][CH2:23][CH2:22][N:21]3[C:25]([O:27][C:28]([CH3:31])([CH3:30])[CH3:29])=[O:26])[CH:15]=[N:16][CH:17]=2)[CH:5]=[CH:6][CH:7]=1 |f:2.3.4|. Procedure: To a solution of 3-aminophenylboronic acid (366 mg, 2.36 mmol, Aldrich Chem. Co.) and 5-bromo-3-(1-BOC-2-(R)-pyrrolidinylmethoxy)-pyridine (560 mg, 1.57 mmol) in toluene (10 mL) was added Pd(0) (58 mg) and Na2CO3 (5 mL of a 2M solution), and the mixture was heated at reflux. The solvent was removed under vacuum, and the residue was extracted with ethyl acetate and chloroform. The organic extracts were dried over MgSO4 and concentrated. The residue was chromatographed on a silica gel column, elut... The reactants are O=C(Cl)C(F)Cl, CC(N)C(Oc1ccc2c(cnn2-c2ccc(F)cc2)c1)c1ccccc1. The product is CC(NC(=O)C(F)Cl)C(Oc1ccc2c(cnn2-c2ccc(F)cc2)c1)c1ccccc1. Reaction SMILES: [Cl:28][CH:29]([C:30](=[O:31])[Cl:32])[F:33].[F:1][c:2]1[cH:3][cH:4][c:5](-[n:8]2[n:9][cH:10][c:11]3[cH:12][c:13]([O:17][CH:18]([CH:19]([CH3:20])[NH2:21])[c:22]4[cH:23][cH:24][cH:25][cH:26][cH:27]4)[cH:14][cH:15][c:16]23)[cH:6][cH:7]1>>[F:1][c:2]1[cH:3][cH:4][c:5](-[n:8]2[n:9][cH:10][c:11]3[cH:12][c:13]([O:17][CH:18]([CH:19]([CH3:20])[NH:21][C:30]([CH:29]([Cl:28])[F:33])=[O:31])[c:22]4[cH:23][cH:24][cH:25][cH:26][cH:27]4)[cH:14][cH:15][c:16]23)[cH:6][cH:7]1. Reactants: ClC1=NC(=CC2=CC(=CC=C12)OC)NC1=NNC(=C1)C ((1-chloro-6-methoxy-isoquinolin-3-yl)-(5-methyl-1H-pyrazol-3-yl)-amine), CC=1C=C(C=CC1)B(O)O (3-methyl-phenylboronic acid). The product is CC=1C=C(C=CC1)C1=NC(=CC2=CC(=CC=C12)OC)NC1=NNC(=C1)C ([1-(3-methyl-phenyl)-6-methoxy-isoquinolin-3-yl]-(5-methyl-1H-pyrazol-3-yl)-amine). RXN SMILES: Cl[C:2]1[C:11]2[C:6](=[CH:7][C:8]([O:12][CH3:13])=[CH:9][CH:10]=2)[CH:5]=[C:4]([NH:14][C:15]2[CH:19]=[C:18]([CH3:20])[NH:17][N:16]=2)[N:3]=1.[CH3:21][C:22]1[CH:23]=[C:24](B(O)O)[CH:25]=[CH:26][CH:27]=1>>[CH3:21][C:22]1[CH:27]=[C:26]([C:2]2[C:11]3[C:6](=[CH:7][C:8]([O:12][CH3:13])=[CH:9][CH:10]=3)[CH:5]=[C:4]([NH:14][C:15]3[CH:19]=[C:18]([CH3:20])[NH:17][N:16]=3)[N:3]=2)[CH:25]=[CH:24][CH:23]=1. Reported procedure: Similar procedure as described in example 131 was used, starting from (1-chloro-6-methoxy-isoquinolin-3-yl)-(5-methyl-1H-pyrazol-3-yl)-amine and 3-methyl-phenylboronic acid to give [1-(3-methyl-phenyl)-6-methoxy-isoquinolin-3-yl]-(5-methyl-1H-pyrazol-3-yl)-amine. LC-MS m/e 345(MH+). Starting materials: Cc1ccc(Br)cc1, Br, C[Si](C)(C)Cl, [Mg], C1CCOC1, O=S(c1ccccc1)c1ccccc1. The product is [Br-], Cc1ccc([S+](c2ccccc2)c2ccccc2)cc1. As a reaction SMILES: [Br:1][c:2]1[cH:3][cH:4][c:5]([CH3:8])[cH:6][cH:7]1.[BrH:29].[Cl:24][Si:25]([CH3:26])([CH3:27])[CH3:28].[Mg:9].[O:30]1[CH2:31][CH2:32][CH2:33][CH2:34]1.[c:10]1([S:16](=[O:17])[c:18]2[cH:19][cH:20][cH:21][cH:22][cH:23]2)[cH:11][cH:12][cH:13][cH:14][cH:15]1>>[Br-:1].[c:2]1([S+:16]([c:10]2[cH:11][cH:12][cH:13][cH:14][cH:15]2)[c:18]2[cH:19][cH:20][cH:21][cH:22][cH:23]2)[cH:3][cH:4][c:5]([CH3:8])[cH:6][cH:7]1.